Dataset: the Open Reaction Database (ORD), a public repository of structured organic reaction records. Task: describe an organic reaction: reactants, conditions, products, and yield Starting materials: ClS(=O)(=O)C=1C=C(C=CC1)N=NC1=CC(=C(C2=CC=CC(=C12)NS(=O)(=O)C)OCC)C(=O)O (4-[3-chlorosulfonylphenylazo]-1-ethoxycarboxy-5-methanesulfonamidonaphthalene), Br.BrCCCCCCN (6-bromohexylamine hydrobromide), N1=C(C=CC=C1C)C (2,6-lutidine). The solvent is O1CCCC1 (tetrahydrofuran). Product: BrCCCCCCNS(=O)(=O)C=1C=C(C=CC1)N=NC1=CC=C(C2=CC=CC(=C12)NS(=O)(=O)C)O (4-[3-(6-Bromohexylsulfamoyl)phenylazo]-5-methanesulfonamido-1-naphthol). As a reaction SMILES: Cl[S:2]([C:5]1[CH:6]=[C:7]([N:11]=[N:12][C:13]2[C:22]3[C:17](=[CH:18][CH:19]=[CH:20][C:21]=3[NH:23][S:24]([CH3:27])(=[O:26])=[O:25])[C:16]([O:28]CC)=[C:15](C(O)=O)[CH:14]=2)[CH:8]=[CH:9][CH:10]=1)(=[O:4])=[O:3].Br.[Br:35][CH2:36][CH2:37][CH2:38][CH2:39][CH2:40][CH2:41][NH2:42].N1C(C)=CC=CC=1C>O1CCCC1>[Br:35][CH2:36][CH2:37][CH2:38][CH2:39][CH2:40][CH2:41][NH:42][S:2]([C:5]1[CH:6]=[C:7]([N:11]=[N:12][C:13]2[C:22]3[C:17](=[CH:18][CH:19]=[CH:20][C:21]=3[NH:23][S:24]([CH3:27])(=[O:26])=[O:25])[C:16]([OH:28])=[CH:15][CH:14]=2)[CH:8]=[CH:9][CH:10]=1)(=[O:3])=[O:4] |f:1.2|. Procedure details: A suspension of 4-[3-chlorosulfonylphenylazo]-1-ethoxycarboxy-5-methanesulfonamidonaphthalene (20.4 g), 6-bromohexylamine hydrobromide (14.4 g), 2,6-lutidine (600 ml) and tetrahydrofuran (30 ml) was reacted for one hour at 50°-55° C. The mixture was cooled and filtered; the filtrate was concentrated to an oil which was dissolved in a minimum amount of acetonitrile and chromatographed on silica gel using acetonitrile as the eluant. The orange colored eluate was concentrated and cooled to obtain t... The reactants are CC(=O)OC(C)=O, COc1ccc(C(=NO)c2cccc(F)c2F)c(O)c1Cl. The product is COc1ccc(C(=NOC(C)=O)c2cccc(F)c2F)c(O)c1Cl. RXN SMILES: [CH3:22][C:23](=[O:24])[O:25][C:26](=[O:27])[CH3:28].[Cl:1][c:2]1[c:3]([OH:21])[c:4]([C:5]([c:6]2[c:7]([F:13])[c:8]([F:12])[cH:9][cH:10][cH:11]2)=[N:14][OH:15])[cH:16][cH:17][c:18]1[O:19][CH3:20]>>[Cl:1][c:2]1[c:3]([OH:21])[c:4]([C:5]([c:6]2[c:7]([F:13])[c:8]([F:12])[cH:9][cH:10][cH:11]2)=[N:14][O:15][C:23]([CH3:22])=[O:24])[cH:16][cH:17][c:18]1[O:19][CH3:20].